Dataset: the Open Reaction Database (ORD), a public repository of structured organic reaction records. Task: describe an organic reaction: reactants, conditions, products, and yield The reagents and catalysts are C(C)(=O)[O-].[Pd+2].C(C)(=O)[O-] (palladium acetate), C1(=CC=CC=C1)P(C1=C(C2=CC=CC=C2C=C1)C1=C(C=CC2=CC=CC=C12)P(C1=CC=CC=C1)C1=CC=CC=C1)C1=CC=CC=C1 ((±)-2,2′-bis(diphenylphosphino)-1,1′-binaphthyl). As a reaction SMILES: [F:1][C:2]([F:15])([F:14])[C:3]1[CH:4]=[C:5](Br)[CH:6]=[C:7]([C:9]([F:12])([F:11])[F:10])[CH:8]=1.[CH:16]1([NH2:19])[CH2:18][CH2:17]1.CC(C)([O-])C.[Na+]>C1(C)C=CC=CC=1.O.C([O-])(=O)C.[Pd+2].C([O-])(=O)C.C1(P(C2C=CC=CC=2)C2C=CC3C(=CC=CC=3)C=2C2C3C(=CC=CC=3)C=CC=2P(C2C=CC=CC=2)C2C=CC=CC=2)C=CC=CC=1>[CH:16]1([NH:19][C:5]2[CH:4]=[C:3]([C:2]([F:15])([F:14])[F:1])[CH:8]=[C:7]([C:9]([F:12])([F:11])[F:10])[CH:6]=2)[CH2:18][CH2:17]1 |f:2.3,6.7.8|. Yield: 76.2%. Run at time 20 minute. Reactants: FC(C=1C=C(C=C(C1)C(F)(F)F)Br)(F)F (3,5-bis(trifluoromethyl)bromobenzene), C1(CC1)N (cyclopropylamine), CC(C)([O-])C.[Na+] (sodium tert-butoxide). Solvent: O (water), C1(=CC=CC=C1)C (toluene). The product is C1(CC1)NC1=CC(=CC(=C1)C(F)(F)F)C(F)(F)F (N-cyclopropyl-3,5-bis(trifluoromethyl)aniline). Reported procedure: To a solution of 3,5-bis(trifluoromethyl)bromobenzene (10 g), cyclopropylamine (2.4 g) and (±)-2,2′-bis(diphenylphosphino)-1,1′-binaphthyl (1.3 g) in toluene (100 mL) was added palladium acetate (0.16 g) under a nitrogen atmosphere, and the mixture was stirred at room temperature for 20 min. To this mixture was added sodium tert-butoxide (4.7 g), and the mixture was stirred at 100° C. for 2 hr. The mixture was cooled, diluted with water, and extracted with ethyl acetate. The extract was washed w... The reactants are C1(CCCCC1)C=1C=2C=CC(=CC2N2C1C1=C(C=CC2)C=CC=C1)C(=O)OC (Methyl 13-cyclohexyl-7H-indolo[2,1-a][2]benzazepine-10-carboxylate), [Li+].[OH-] (LiOH), Cl (HCl). Solvent: C1CCOC1 (THF), CO (methanol), O (water). The product is C1(CCCCC1)C=1C=2C=CC(=CC2N2C1C1=C(C=CC2)C=CC=C1)C(=O)O (13-cyclohexyl-7H-indolo[2,1-a][2]benzazepine-10-carboxylic acid). Isolated yield 90.6%. Reaction SMILES: [CH:1]1([C:7]2[C:8]3[CH:9]=[CH:10][C:11]([C:25]([O:27]C)=[O:26])=[CH:12][C:13]=3[N:14]3[CH2:20][CH:19]=[CH:18][C:17]4[CH:21]=[CH:22][CH:23]=[CH:24][C:16]=4[C:15]=23)[CH2:6][CH2:5][CH2:4][CH2:3][CH2:2]1.[Li+].[OH-].Cl>C1COCC1.CO.O>[CH:1]1([C:7]2[C:8]3[CH:9]=[CH:10][C:11]([C:25]([OH:27])=[O:26])=[CH:12][C:13]=3[N:14]3[CH2:20][CH:19]=[CH:18][C:17]4[CH:21]=[CH:22][CH:23]=[CH:24][C:16]=4[C:15]=23)[CH2:2][CH2:3][CH2:4][CH2:5][CH2:6]1 |f:1.2|. Procedure: A mixture of Example 1 (371 mg, 1 mmol) in THF (4 mL), methanol (3 mL), and 1.7M LiOH (3 mL, 5.1 mmol) was stirred at reflux for 1.5 hours. The mixture was cooled to room temperature, diluted with water, and acidified with dilute HCl. The resulting precipitate was collected by filtration, washed with cold water, and dried to provide 324 mg of the desired product (91% yield). ESI-MS m/z 358 (MH+); 1H NMR (300 MHz, DMSO-d6) 1.37-2.05 (m, 10H), 2.78 (m, 1H), 4.06 (s, 1H), 5.17 (s, 1H), 6.39 (m, 1H)... RXN SMILES: [C:48].[CH2:1]([CH3:2])[C:3]([CH2:4][CH3:5])([c:6]1[cH:7][c:8]([CH3:25])[c:9]([C:12]#[C:13][C:14]2([O:20][Si:21]([CH3:22])([CH3:23])[CH3:24])[CH2:15][CH2:16][CH2:17][CH2:18][CH2:19]2)[cH:10][cH:11]1)[c:26]1[cH:27][c:28]([CH3:41])[c:29]([B:32]2[O:33][C:34]([CH3:39])([CH3:40])[C:35]([CH3:37])([CH3:38])[O:36]2)[cH:30][cH:31]1.[CH3:42][CH2:43][O:44][C:45](=[O:46])[CH3:47].[Pd:49]>>[CH2:1]([CH3:2])[C:3]([CH2:4][CH3:5])([c:6]1[cH:7][c:8]([CH3:25])[c:9]([CH2:12][CH2:13][C:14]2([O:20][Si:21]([CH3:22])([CH3:23])[CH3:24])[CH2:15][CH2:16][CH2:17][CH2:18][CH2:19]2)[cH:10][cH:11]1)[c:26]1[cH:27][c:28]([CH3:41])[c:29]([B:32]2[O:33][C:34]([CH3:39])([CH3:40])[C:35]([CH3:37])([CH3:38])[O:36]2)[cH:30][cH:31]1. Product: CCC(CC)(c1ccc(CCC2(O[Si](C)(C)C)CCCCC2)c(C)c1)c1ccc(B2OC(C)(C)C(C)(C)O2)c(C)c1. Reactants: C, CCC(CC)(c1ccc(C#CC2(O[Si](C)(C)C)CCCCC2)c(C)c1)c1ccc(B2OC(C)(C)C(C)(C)O2)c(C)c1, CCOC(C)=O, [Pd]. Reactants: ClC=1C=C(C=CC1F)NC1=C(C=NC2=CC(=C(C=C12)[N+](=O)[O-])F)C#N (4-(3-chloro-4-fluorophenylamino)-7-fluoro-6-nitroquinoline-3-carbonitrile), OC1=CC=NC=C1 (4-hydroxypyridine). Product: ClC=1C=C(C=CC1F)NC1=C(C=NC2=CC(=C(C=C12)[N+](=O)[O-])OC1=CC=NC=C1)C#N (4-(3-CHLORO-4-FLUOROPHENYLAMINO)-6-NITRO-7-(PYRIDIN-4-YL-OXY)QUINOLINE-3-CARBONITRILE). RXN SMILES: [Cl:1][C:2]1[CH:3]=[C:4]([NH:9][C:10]2[C:19]3[C:14](=[CH:15][C:16](F)=[C:17]([N+:20]([O-:22])=[O:21])[CH:18]=3)[N:13]=[CH:12][C:11]=2[C:24]#[N:25])[CH:5]=[CH:6][C:7]=1[F:8].[OH:26][C:27]1[CH:32]=[CH:31][N:30]=[CH:29][CH:28]=1>>[Cl:1][C:2]1[CH:3]=[C:4]([NH:9][C:10]2[C:19]3[C:14](=[CH:15][C:16]([O:26][C:27]4[CH:32]=[CH:31][N:30]=[CH:29][CH:28]=4)=[C:17]([N+:20]([O-:22])=[O:21])[CH:18]=3)[N:13]=[CH:12][C:11]=2[C:24]#[N:25])[CH:5]=[CH:6][C:7]=1[F:8]. Procedure: The compound was prepared according to the process of Preparation 2 and with 4-(3-chloro-4-fluorophenylamino)-7-fluoro-6-nitroquinoline-3-carbonitrile and 4-hydroxypyridine as starting materials. Reactants: C(C)OC(C1=CC(=NC=C1)C=O)=O (2-formyl-isonicotinic acid ethyl ester), C(OCC)(OCC)OCC (triethyl orthoformate), C([O-])([O-])=O.[K+].[K+] (potassium carbonate), Cl (hydrochloric acid). Solvent: C(C)O (ethanol), C(C)O (ethanol). Conditions: temperature 110 celsius, time 5 minute. Product: C(C)OC(C1=CC(=NC=C1)C(OCC)OCC)=O (2-diethoxymethyl-isonicotinic acid ethyl ester). As a reaction SMILES: [CH2:1]([O:3][C:4](=[O:13])[C:5]1[CH:10]=[CH:9][N:8]=[C:7](C=O)[CH:6]=1)[CH3:2].[CH:14]([O:21][CH2:22][CH3:23])([O:18][CH2:19][CH3:20])OCC.Cl.C(=O)([O-])[O-].[K+].[K+]>C(O)C>[CH2:1]([O:3][C:4](=[O:13])[C:5]1[CH:6]=[CH:7][N:8]=[C:9]([CH:14]([O:18][CH2:19][CH3:20])[O:21][CH2:22][CH3:23])[CH:10]=1)[CH3:2] |f:3.4.5|. Procedure: To a solution of 2-formyl-isonicotinic acid ethyl ester (5.0 g, 0.027 mol) in ethanol (9 mL) was added triethyl orthoformate (6.2 mL, 0.037 mol) followed by a solution of 6N hydrochloric acid in ethanol (1.5 mL). The mixture was heated to 110° C. (reflux) for 1.5 h, cooled to rt and solid potassium carbonate (1.80 g) added. The mixture was stirred for 5 min, concentrated in vacuo, and redissolved in diethyl ether (100 mL). The reaction was filtered through silica and the resulting cake washed wi...